This data is from the Open Reaction Database (ORD), a public repository of structured organic reaction records. The task is: describe an organic reaction: reactants, conditions, products, and yield Starting materials: CC(C)(C)OC(=O)N1C(C)(c2cccc(Br)c2)COS1(=O)=O, ClCCl, O=C(O)C(F)(F)F. The product is CC1(c2cccc(Br)c2)COS(=O)(=O)N1. Reaction SMILES: [C:1]([O:2][C:3](=[O:4])[N:8]1[S:9](=[O:21])(=[O:22])[O:10][CH2:11][C:12]1([CH3:13])[c:14]1[cH:15][c:16]([Br:20])[cH:17][cH:18][cH:19]1)([CH3:5])([CH3:6])[CH3:7].[Cl:23][CH2:24][Cl:25].[F:26][C:27]([F:28])([F:29])[C:30]([OH:31])=[O:32]>>[NH:8]1[S:9](=[O:21])(=[O:22])[O:10][CH2:11][C:12]1([CH3:13])[c:14]1[cH:15][c:16]([Br:20])[cH:17][cH:18][cH:19]1. Conditions: time 2 hour. Solvent: C1CCOC1.CO.O (THF methanol water). Reactants: [OH-].[Li+] (lithium hydroxide), COC(CC1=CC=C(OCC[C@H]2[C@H](C2)C2CCN(CC2)C(=O)OC2(CC2)C)C=C1)=O (1-methylcyclopropyl 4-((1R,2S)-2-{2-[4-(2-methoxy-2-oxoethyl)phenoxy]ethyl}cyclopropyl)piperidine-1-carboxylate), Cl (HCl). RXN SMILES: C[O:2][C:3](=[O:30])[CH2:4][C:5]1[CH:29]=[CH:28][C:8]([O:9][CH2:10][CH2:11][C@@H:12]2[CH2:14][C@@H:13]2[CH:15]2[CH2:20][CH2:19][N:18]([C:21]([O:23][C:24]3([CH3:27])[CH2:26][CH2:25]3)=[O:22])[CH2:17][CH2:16]2)=[CH:7][CH:6]=1.[OH-].[Li+].Cl>C1COCC1.CO.O>[CH3:27][C:24]1([O:23][C:21]([N:18]2[CH2:19][CH2:20][CH:15]([C@H:13]3[CH2:14][C@H:12]3[CH2:11][CH2:10][O:9][C:8]3[CH:28]=[CH:29][C:5]([CH2:4][C:3]([OH:30])=[O:2])=[CH:6][CH:7]=3)[CH2:16][CH2:17]2)=[O:22])[CH2:25][CH2:26]1 |f:1.2,4.5.6|. Product: CC1(CC1)OC(=O)N1CCC(CC1)[C@@H]1[C@@H](C1)CCOC1=CC=C(C=C1)CC(=O)O ((4-{2-[(1S,2R)-2-(1-{[(1-methylcyclopropyl)oxy]carbonyl}piperidin-4-yl)cyclopropyl]ethoxy}phenyl)acetic acid). Procedure details: To a solution of 1-methylcyclopropyl 4-((1R,2S)-2-{2-[4-(2-methoxy-2-oxoethyl)phenoxy]ethyl}cyclopropyl)piperidine-1-carboxylate (Example 53, Step A, 88 mg, 0.21 mmol) in a 1:1:1 mixture of THF/methanol/water (3 mL) was added lithium hydroxide (10.7 mg, 0.44 mmol) and the resulting mixture stirred for 2 h at RT. The mixture was neutralized via addition of 1N aqueous HCl until pH of 7 was obtained. The solution was then extracted with ethyl acetate (3×10 mL). The organics were combined, dried ove... Reactants: C(C)(C)N (isopropylamine), ClCC=1C(NCCC2C1C1=CC=C(C=C1CC2)OC)=O (1-chloromethyl-3,4,5,5a,6,7-hexahydro-9-methoxy-2H-naphth[1,2-d]azepin-2-one), C([O-])([O-])=O.[Na+].[Na+] (sodium carbonate). Run in C(Cl)Cl (methylene chloride). Conditions: time 8 hour. Product: C(C)(C)NCC=1C(NCCC2C1C1=CC=C(C=C1CC2)OC)=O (1-isopropylaminomethyl-3,4,5,5a, 6,7-hexahydro-9-methoxy-2H-naphth[1,2-d]azepin-2-one). As a reaction SMILES: Cl[CH2:2][C:3]1[C:4](=[O:20])[NH:5][CH2:6][CH2:7][CH:8]2[CH2:17][CH2:16][C:15]3[C:10](=[CH:11][CH:12]=[C:13]([O:18][CH3:19])[CH:14]=3)[C:9]=12.[CH:21]([NH2:24])([CH3:23])[CH3:22].C(=O)([O-])[O-].[Na+].[Na+]>C(Cl)Cl>[CH:21]([NH:24][CH2:2][C:3]1[C:4](=[O:20])[NH:5][CH2:6][CH2:7][CH:8]2[CH2:17][CH2:16][C:15]3[C:10](=[CH:11][CH:12]=[C:13]([O:18][CH3:19])[CH:14]=3)[C:9]=12)([CH3:23])[CH3:22] |f:2.3.4|. Procedure details: To the stirred suspension of 4 g of 1-chloromethyl-3,4,5,5a,6,7-hexahydro-9-methoxy-2H-naphth[1,2-d]azepin-2-one in 80 ml of methylene chloride is added 8 ml of isopropylamine. The mixture is stirred at room temperature overnight, 80 ml of saturated aqueous sodium carbonate are added, the organic layer is separated, washed with water, dried and evaporated. The residue is crystallized from diethyl ether and recrystallized from ethyl acetate, to give the 1-isopropylaminomethyl-3,4,5,5a, 6,7-hexahy... Procedure details: 238 g (0.885 mol) of 2-bromo-4-(trifluoromethyl)benzoic acid, 1000 ml of absolute ethanol and 100 ml of concentrated sulfuric acid are introduced successively into a 2-liter round-bottomed flask. The reaction mixture is brought to reflux for 6 hours and then poured, after cooling, onto 2.5 liters of ice-cold water; the oil formed is extracted with ethyl acetate. The organic phase is successively washed with water, with 1N sodium hydroxide solution and then again with water. After drying over mag... The product is BrC1=C(C(=O)OCC)C=CC(=C1)C(F)(F)F (ethyl 2-bromo-4-(trifluoromethyl)benzoate). The yield is 100.0%. Starting materials: BrC1=C(C(=O)O)C=CC(=C1)C(F)(F)F (2-bromo-4-(trifluoromethyl)benzoic acid), S(O)(O)(=O)=O (sulfuric acid), C(C)O (ethanol), ice. Reaction SMILES: [Br:1][C:2]1[CH:10]=[C:9]([C:11]([F:14])([F:13])[F:12])[CH:8]=[CH:7][C:3]=1[C:4]([OH:6])=[O:5].S(=O)(=O)(O)O.[CH2:20](O)[CH3:21]>>[Br:1][C:2]1[CH:10]=[C:9]([C:11]([F:12])([F:13])[F:14])[CH:8]=[CH:7][C:3]=1[C:4]([O:6][CH2:20][CH3:21])=[O:5].